From a dataset of the Open Reaction Database (ORD), a public repository of structured organic reaction records. describe an organic reaction: reactants, conditions, products, and yield The product is CC1(C2=C(C(C=3C4=CC=C(C=C4NC13)C#N)=O)C=CC(=C2)OCCN2C(NCC2)=O)C (6,6-Dimethyl-11-oxo-8-[2-(2-oxo-imidazolidin-1-yl)-ethoxy]-6,11-dihydro-5H-benzo[b]carbazole-3-carbonitrile). Reaction SMILES: [OH:1][C:2]1[CH:3]=[CH:4][C:5]2[C:17](=[O:18])[C:16]3[C:15]4[C:10](=[CH:11][C:12]([C:19]#[N:20])=[CH:13][CH:14]=4)[NH:9][C:8]=3[C:7]([CH3:22])([CH3:21])[C:6]=2[CH:23]=1.O[CH2:25][CH2:26][N:27]1[CH2:31][CH2:30][NH:29][C:28]1=[O:32]>>[CH3:22][C:7]1([CH3:21])[C:8]2[NH:9][C:10]3[C:15](=[CH:14][CH:13]=[C:12]([C:19]#[N:20])[CH:11]=3)[C:16]=2[C:17](=[O:18])[C:5]2[CH:4]=[CH:3][C:2]([O:1][CH2:25][CH2:26][N:27]3[CH2:31][CH2:30][NH:29][C:28]3=[O:32])=[CH:23][C:6]1=2. Procedure details: Under the same conditions as the method for synthesizing Compound A7-1, the title compound was prepared from Compound A6 and 1-(2-hydroxy-ethyl)-imidazolidin-2-one. The reactants are OC=1C=CC2=C(C(C=3NC4=CC(=CC=C4C3C2=O)C#N)(C)C)C1 (8-Hydroxy-6,6-dimethyl-11-oxo-6,11-dihydro-5H-benzo[b]carbazole-3-carbonitrile), OCCN1C(NCC1)=O (1-(2-hydroxy-ethyl)-imidazolidin-2-one). Starting materials: C1(C=2C(C(=O)O1)=CC=CC2)=O (phthalic anhydride), O1CC(CC1)CO (tetrahydro-3-furanmethanol). The solvent is O (water). Conditions: temperature 130 celsius, time 1.5 hour. Product: O1CC(CC1)COC(=O)C1=C(C(=O)O)C=CC=C1 (2-{[(Tetrahydro-3-furanylmethyl)oxy]carbonyl}benzoic acid). Reaction SMILES: [C:1]1(=[O:11])[O:6][C:4](=[O:5])[C:3]2=[CH:7][CH:8]=[CH:9][CH:10]=[C:2]12.[O:12]1[CH2:16][CH2:15][CH:14]([CH2:17][OH:18])[CH2:13]1>O>[O:12]1[CH2:16][CH2:15][CH:14]([CH2:17][O:18][C:4]([C:3]2[CH:7]=[CH:8][CH:9]=[CH:10][C:2]=2[C:1]([OH:6])=[O:11])=[O:5])[CH2:13]1. Procedure: A mixture of phthalic anhydride (7.41 gm) and tetrahydro-3-furanmethanol were heated with stirring at 130° C. under nitrogen. After 1.5 h, the clear liquid was allowed to cool, treated with water and extracted with EtOAc (×3). The combined organics were dried by passing through a hydrophobic frit and evaporated to a clear oil which crystallised on trituration with light petrol. The solid was filtered, washed and dried, yield 11.93 gm. Yields the product COC(=O)c1ccc([N+](=O)[O-])c(Nc2ccc(OC(F)(F)F)c(Cl)c2)c1. Starting materials: CS(C)=O, CCOC(C)=O, Nc1ccc(OC(F)(F)F)c(Cl)c1, COC(=O)c1ccc([N+](=O)[O-])c(F)c1. Reaction SMILES: [CH3:28][S:29]([CH3:30])=[O:31].[CH3:32][CH2:33][O:34][C:35](=[O:36])[CH3:37].[Cl:15][c:16]1[cH:17][c:18]([NH2:19])[cH:20][cH:21][c:22]1[O:23][C:24]([F:25])([F:26])[F:27].[F:1][c:2]1[cH:3][c:4]([C:5](=[O:6])[O:7][CH3:8])[cH:9][cH:10][c:11]1[N+:12](=[O:13])[O-:14]>>[c:2]1([NH:19][c:18]2[cH:17][c:16]([Cl:15])[c:22]([O:23][C:24]([F:25])([F:26])[F:27])[cH:21][cH:20]2)[cH:3][c:4]([C:5](=[O:6])[O:7][CH3:8])[cH:9][cH:10][c:11]1[N+:12](=[O:13])[O-:14]. Starting materials: O=C([O-])[O-], CCOC(C)=O, O=C(NCC(CCCN1CCC(O)(c2ccc(Cl)cc2)CC1)C1c2ccccc2CSc2ccccc21)Oc1ccccc1, [K+], [K+], NCCCO, CN(C)C=O, O. The product is O=C(NCCCO)NCC(CCCN1CCC(O)(c2ccc(Cl)cc2)CC1)C1c2ccccc2CSc2ccccc21. Reaction SMILES: [C:50](=[O:51])([O-:52])[O-:53].[CH3:62][CH2:63][O:64][C:65](=[O:66])[CH3:67].[Cl:1][c:2]1[cH:3][cH:4][c:5]([C:8]2([OH:44])[CH2:9][CH2:10][N:11]([CH2:14][CH2:15][CH2:16][CH:17]([CH2:18][NH:19][C:20](=[O:21])[O:22][c:23]3[cH:24][cH:25][cH:26][cH:27][cH:28]3)[CH:29]3[c:30]4[c:31]([cH:40][cH:41][cH:42][cH:43]4)[S:32][CH2:33][c:34]4[c:35]3[cH:36][cH:37][cH:38][cH:39]4)[CH2:12][CH2:13]2)[cH:6][cH:7]1.[K+:54].[K+:55].[NH2:45][CH2:46][CH2:47][CH2:48][OH:49].[O:57]=[CH:58][N:59]([CH3:60])[CH3:61].[OH2:56]>>[Cl:1][c:2]1[cH:3][cH:4][c:5]([C:8]2([OH:44])[CH2:9][CH2:10][N:11]([CH2:14][CH2:15][CH2:16][CH:17]([CH2:18][NH:19][C:20]([NH:45][CH2:46][CH2:47][CH2:48][OH:49])=[O:56])[CH:29]3[c:30]4[c:31]([cH:40][cH:41][cH:42][cH:43]4)[S:32][CH2:33][c:34]4[c:35]3[cH:36][cH:37][cH:38][cH:39]4)[CH2:12][CH2:13]2)[cH:6][cH:7]1. The reactants are OC1=C(C=C2C(=NC=NC2=C1)OC1=CC=CC=C1)OC (7-Hydroxy-6-methoxy-4-phenoxyquinazoline), C1(=CC=C(C=C1)S(=O)(=O)OCCOC1CCCC1)C (2-cyclopentyloxyethyl 4-toluenesulphonate), [H-].[Na+] (sodium hydride), suspension. Run in CN(C)C=O (DMF), CN(C)C=O (DMF), CN(C)C=O (DMF). Run at temperature 60 celsius, time 4 hour. Product: C1(CCCC1)OCCOC1=C(C=C2C(=NC=NC2=C1)OC1=CC=CC=C1)OC (7-(2-cyclopentyloxyethoxy)-6-methoxy-4-phenoxyquinazoline). The yield is 30.0%. Reaction SMILES: [OH:1][C:2]1[CH:11]=[C:10]2[C:5]([C:6]([O:12][C:13]3[CH:18]=[CH:17][CH:16]=[CH:15][CH:14]=3)=[N:7][CH:8]=[N:9]2)=[CH:4][C:3]=1[O:19][CH3:20].[H-].[Na+].C1(C)C=CC(S(O[CH2:33][CH2:34][O:35][CH:36]2[CH2:40][CH2:39][CH2:38][CH2:37]2)(=O)=O)=CC=1>CN(C=O)C>[CH:36]1([O:35][CH2:34][CH2:33][O:1][C:2]2[CH:11]=[C:10]3[C:5]([C:6]([O:12][C:13]4[CH:18]=[CH:17][CH:16]=[CH:15][CH:14]=4)=[N:7][CH:8]=[N:9]3)=[CH:4][C:3]=2[O:19][CH3:20])[CH2:40][CH2:39][CH2:38][CH2:37]1 |f:1.2|. Reported procedure: 7-Hydroxy-6-methoxy-4-phenoxyquinazoline (1.11 g, 4.2 mmol), (prepared as described for the starting material in Example 16), in DMF (1 7 ml) was added to a suspension of sodium hydride (184 mg of a 60% suspension in oil, 4.6 mmol) in DMF (3 ml). The mixture was stirred until evolution of gas ceased, and then 2-cyclopentyloxyethyl 4-toluenesulphonate (1.25 g, 4.45mmol) in DMF (3 ml) was added dropwise. The mixture was stirred at ambient temperature for 30 minutes, then heated at 60° C. for 2 hou... Starting materials: C(C)(C)(C)OC(=O)N1C(O[C@H]([C@@H]1C1=CC=C(C=C1)C=O)C(=O)OC)(C)C (methyl (4S,5R)-3-tert-butoxycarbonyl-2,2-dimethyl-4-(4-formylphenyl)-5-oxazolidinecarboxylate), sodium perborate hydrate, C(C)(=O)O (acetic acid). Run at temperature 45 celsius. Yields the product C(C)(C)(C)OC(=O)N1C(O[C@H]([C@@H]1C1=CC=C(C=C1)C(=O)O)C(=O)OC)(C)C (methyl (4S,5R)-3-tert-butoxycarbonyl-2,2-dimethyl-4-(4-carboxyphenyl)-5-oxazolidinecarboxylate). RXN SMILES: [C:1]([O:5][C:6]([N:8]1[C@@H:12]([C:13]2[CH:18]=[CH:17][C:16]([CH:19]=[O:20])=[CH:15][CH:14]=2)[C@H:11]([C:21]([O:23][CH3:24])=[O:22])[O:10][C:9]1([CH3:26])[CH3:25])=[O:7])([CH3:4])([CH3:3])[CH3:2].C(O)(=[O:29])C>>[C:1]([O:5][C:6]([N:8]1[C@@H:12]([C:13]2[CH:18]=[CH:17][C:16]([C:19]([OH:29])=[O:20])=[CH:15][CH:14]=2)[C@H:11]([C:21]([O:23][CH3:24])=[O:22])[O:10][C:9]1([CH3:26])[CH3:25])=[O:7])([CH3:4])([CH3:3])[CH3:2]. Procedure: To a solution of 2.1 g of methyl (4S,5R)-3-tert-butoxycarbonyl-2,2-dimethyl-4-(4-formylphenyl)-5-oxazolidinecarboxylate in 25 cm3 of acetic acid are added 1.06 g of sodium perborate hydrate. The reaction medium is heated with stirring to a temperature in the region of 45° C., maintained for 10 hours at this temperature and then cooled to a temperature in the region of 20° C. and concentrated to dryness under reduced pressure (2.7 kPa) at 40° C. The residual oil is dissolved in 75 cm3 of ethyl ac... The reactants are [H-].[Al+3].[Li+].[H-].[H-].[H-] (lithium aluminium hydride), C1CCOC1 (THF), S(=O)(=O)([O-])[O-].[Na+].[Na+] (sodium sulphate), C1(=CC=CC=C1)C(N1C=NC(=C1)CCCC(=O)OCC)(C1=CC=CC=C1)C1=CC=CC=C1 (1-(triphenylmethyl)-4-(3-carboethoxypropyl)-1H-imidazole), C1CCOC1 (THF), [H-].[Al+3].[Li+].[H-].[H-].[H-] (lithium aluminium hydride). Solvent: C(C)(=O)OCC (ethyl acetate). Run at time 12 hour. Yields the product C1(=CC=CC=C1)C(N1C=NC(=C1)CCCO)(C1=CC=CC=C1)C1=CC=CC=C1 (1-(triphenylmethyl)-4-(3-hydroxypropyl)-1H-imidazole). As a reaction SMILES: [C:1]1([C:7]([C:27]2[CH:32]=[CH:31][CH:30]=[CH:29][CH:28]=2)([C:21]2[CH:26]=[CH:25][CH:24]=[CH:23][CH:22]=2)[N:8]2[CH:12]=[C:11](CCCC(OCC)=O)[N:10]=[CH:9]2)[CH:6]=[CH:5][CH:4]=[CH:3][CH:2]=1.[H-].[Al+3].[Li+].[H-].[H-].[H-].S([O-])([O-])(=O)=O.[Na+].[Na+].[CH2:46]1C[O:49][CH2:48][CH2:47]1>C(OCC)(=O)C>[C:27]1([C:7]([C:1]2[CH:6]=[CH:5][CH:4]=[CH:3][CH:2]=2)([C:21]2[CH:22]=[CH:23][CH:24]=[CH:25][CH:26]=2)[N:8]2[CH:12]=[C:11]([CH2:46][CH2:47][CH2:48][OH:49])[N:10]=[CH:9]2)[CH:28]=[CH:29][CH:30]=[CH:31][CH:32]=1 |f:1.2.3.4.5.6,7.8.9|. Procedure: The above ester (7.5 g; 18.3 mmol), dissolved in freshly distilled THF (75 ml), is added dropwise to a solution of 0.8 g of lithium aluminium hydride (21 mmol) in freshly distilled THF (45 ml) in the cold and with stirring. Stirring is continued at room temperature for 12 hours, and the lithium aluminium hydride is then decomposed by adding saturated sodium sulphate solution dropwise. The resulting complex is filtered off, and the THF is dried over magnesium sulphate, giving an oil which is redu... Reactants: CC1(c2ccc3c(-c4ccc(OC(F)(F)F)cc4)c(OC4CCC(C(C)(C)C)CC4)ccc3c2)COC(=O)N1, OB(O)c1ccc(Cl)cc1. Yields the product CC1(c2ccc3c(-c4ccc(Cl)cc4)c(OC4CCC(C(C)(C)C)CC4)ccc3c2)COC(=O)N1. RXN SMILES: [C:1]([CH3:2])([CH3:3])([CH3:4])[CH:5]1[CH2:6][CH2:7][CH:8]([O:11][c:12]2[c:13](-[c:29]3[cH:30][cH:31][c:32]([O:35][C:36]([F:37])([F:38])[F:39])[cH:33][cH:34]3)[c:14]3[cH:15][cH:16][c:17]([C:22]4([CH3:28])[NH:23][C:24](=[O:27])[O:25][CH2:26]4)[cH:18][c:19]3[cH:20][cH:21]2)[CH2:9][CH2:10]1.[Cl:40][c:41]1[cH:42][cH:43][c:44]([B:45]([OH:46])[OH:47])[cH:48][cH:49]1>>[C:1]([CH3:2])([CH3:3])([CH3:4])[CH:5]1[CH2:6][CH2:7][CH:8]([O:11][c:12]2[c:13](-[c:29]3[cH:30][cH:31][c:32]([Cl:40])[cH:33][cH:34]3)[c:14]3[cH:15][cH:16][c:17]([C:22]4([CH3:28])[NH:23][C:24](=[O:27])[O:25][CH2:26]4)[cH:18][c:19]3[cH:20][cH:21]2)[CH2:9][CH2:10]1. The reactants are ClC1=C(C#N)C(=CC=C1Cl)[N+](=O)[O-] (2,3-dichloro-6-nitrobenzonitrile), [Cl-].[Li+] (lithium chloride), [Cl-].[Al+3].[Cl-].[Cl-] (aluminum chloride). Run in CN1C(CCC1)=O (N-methyl-2-pyrrolidone). Product: ClC1=C(C#N)C(=CC=C1Cl)Cl (2,3,6-trichlorobenzonitrile). Isolated yield 91.9%. As a reaction SMILES: [Cl:1][C:2]1[C:9]([Cl:10])=[CH:8][CH:7]=[C:6]([N+]([O-])=O)[C:3]=1[C:4]#[N:5].[Cl-:14].[Li+].[Cl-].[Al+3].[Cl-].[Cl-]>CN1CCCC1=O>[Cl:1][C:2]1[C:9]([Cl:10])=[CH:8][CH:7]=[C:6]([Cl:14])[C:3]=1[C:4]#[N:5] |f:1.2,3.4.5.6|. Procedure: 10.9 parts of 2,3-dichloro-6-nitrobenzonitrile, 0.84 parts of lithium chloride, 2.22 parts of anhydrous aluminum chloride and 15 parts of N-methyl-2-pyrrolidone were reacted at 180° C. for one hour, and the reaction solution was treated similarly to EXAMPLE B12 to obtain 9.4 parts of 2,3,6-trichlorobenzonitrile with purity of almost 100%. Yield: 91.9%. Starting materials: BrC=1C(=C(C(=O)OC)C(=CC1)C)C (methyl 3-bromo-2,6-dimethylbenzoate), [H-].[Al+3].[Li+].[H-].[H-].[H-] (lithium aluminum hydride), Cl (hydrochloric acid). The solvent is O (water), O1CCCC1 (tetrahydrofuran), O1CCCC1 (tetrahydrofuran), O (water), O1CCCC1 (tetrahydrofuran). Run at time 4 hour. Product: BrC=1C(=C(C(=CC1)C)CO)C ((3-bromo-2,6-dimethylphenyl)methanol). Isolated yield 128.4%. RXN SMILES: [H-].[Al+3].[Li+].[H-].[H-].[H-].[Br:7][C:8]1[C:9]([CH3:19])=[C:10]([C:15]([CH3:18])=[CH:16][CH:17]=1)[C:11](OC)=[O:12].Cl>O1CCCC1.O>[Br:7][C:8]1[C:9]([CH3:19])=[C:10]([CH2:11][OH:12])[C:15]([CH3:18])=[CH:16][CH:17]=1 |f:0.1.2.3.4.5|. Reported procedure: Using dried glassware, a solution of lithium aluminum hydride (0.79 gram, 0.021 mole) in dry tetrahydrofuran (90 ml) was cooled in a dry ice/acetone bath (78° C.) under a nitrogen atmosphere, and methyl 3-bromo-2,6-dimethylbenzoate (5.0 grams, 0.021 mole) in dry tetrahydrofuran (10 ml) was added. The mixture was stirred at room temperature for four hours, and a mixture of tetrahydrofuran (9 ml) in water (1 ml) was added, followed by water (10 ml) and 3 N hydrochloric acid until the solution was ...